The task is: describe an organic reaction: reactants, conditions, products, and yield. This data is from the Open Reaction Database (ORD), a public repository of structured organic reaction records. Starting materials: BrC=1C=C(C=CC1OC)CNC(=O)C1=NC(=CC=C1)C(=O)NCC=1C(=C2C(=NC1CC)N(N=C2)CC)NC2CCOCC2 (N-{[3-bromo-4-(methyloxy)phenyl]methyl}-N′-{[1,6-diethyl-4-(tetrahydro-2H-pyran-4-ylamino)-1H-pyrazolo[3,4-b]pyridin-5-yl]methyl}-2,6-pyridinedicarboxamide), CC1(OB(OC1(C)C)C=1C=C(C=CC1)CC1CCN(CC1)C(=O)OC(C)(C)C)C (1,1-dimethylethyl 4-{[3-(4,4,5,5-tetramethyl-1,3,2-dioxaborolan-2-yl)phenyl]methyl}-1-piperidinecarboxylate), O1CCOCC1 (1,4-dioxane), C([O-])([O-])=O.[K+].[K+] (potassium carbonate). Reagents/catalysts: C=1C=CC(=CC1)[P](C=2C=CC=CC2)(C=3C=CC=CC3)[Pd]([P](C=4C=CC=CC4)(C=5C=CC=CC5)C=6C=CC=CC6)([P](C=7C=CC=CC7)(C=8C=CC=CC8)C=9C=CC=CC9)[P](C=1C=CC=CC1)(C=1C=CC=CC1)C=1C=CC=CC1 (tetrakis(triphenylphosphine)palladium(0)). Solvent: O (water). Conditions: temperature 100 celsius. The product is C(C)N1N=CC=2C1=NC(=C(C2NC2CCOCC2)CNC(=O)C2=CC=CC(=N2)C(=O)NCC=2C=CC(=C(C2)C2=CC(=CC=C2)CC2CCN(CC2)C(=O)OC(C)(C)C)OC)CC (1,1-Dimethylethyl 4-{[5′-{[({6-[({[1,6-diethyl-4-(tetrahydro-2H-pyran-4-ylamino)-1H-pyrazolo[3,4-b]pyridin-5-yl]methyl}amino)carbonyl]-2-pyridinyl}carbonyl)amino]methyl}-2′-(methyloxy)-3-biphenylyl]methyl}-1-piperidinecarboxylate). The yield is 113.2%. RXN SMILES: Br[C:2]1[CH:3]=[C:4]([CH2:10][NH:11][C:12]([C:14]2[CH:19]=[CH:18][CH:17]=[C:16]([C:20]([NH:22][CH2:23][C:24]3[C:25]([NH:37][CH:38]4[CH2:43][CH2:42][O:41][CH2:40][CH2:39]4)=[C:26]4[CH:34]=[N:33][N:32]([CH2:35][CH3:36])[C:27]4=[N:28][C:29]=3[CH2:30][CH3:31])=[O:21])[N:15]=2)=[O:13])[CH:5]=[CH:6][C:7]=1[O:8][CH3:9].CC1(C)C(C)(C)OB([C:52]2[CH:53]=[C:54]([CH2:58][CH:59]3[CH2:64][CH2:63][N:62]([C:65]([O:67][C:68]([CH3:71])([CH3:70])[CH3:69])=[O:66])[CH2:61][CH2:60]3)[CH:55]=[CH:56][CH:57]=2)O1.O1CCOCC1.C(=O)([O-])[O-].[K+].[K+]>C1C=CC([P]([Pd]([P](C2C=CC=CC=2)(C2C=CC=CC=2)C2C=CC=CC=2)([P](C2C=CC=CC=2)(C2C=CC=CC=2)C2C=CC=CC=2)[P](C2C=CC=CC=2)(C2C=CC=CC=2)C2C=CC=CC=2)(C2C=CC=CC=2)C2C=CC=CC=2)=CC=1.O>[CH2:35]([N:32]1[C:27]2=[N:28][C:29]([CH2:30][CH3:31])=[C:24]([CH2:23][NH:22][C:20]([C:16]3[N:15]=[C:14]([C:12]([NH:11][CH2:10][C:4]4[CH:5]=[CH:6][C:7]([O:8][CH3:9])=[C:2]([C:56]5[CH:57]=[CH:52][CH:53]=[C:54]([CH2:58][CH:59]6[CH2:60][CH2:61][N:62]([C:65]([O:67][C:68]([CH3:71])([CH3:70])[CH3:69])=[O:66])[CH2:63][CH2:64]6)[CH:55]=5)[CH:3]=4)=[O:13])[CH:19]=[CH:18][CH:17]=3)=[O:21])[C:25]([NH:37][CH:38]3[CH2:43][CH2:42][O:41][CH2:40][CH2:39]3)=[C:26]2[CH:34]=[N:33]1)[CH3:36] |f:3.4.5,^1:88,90,109,128|. Procedure details: To N-{[3-bromo-4-(methyloxy)phenyl]methyl}-N′-{[1,6-diethyl-4-(tetrahydro-2H-pyran-4-ylamino)-1H-pyrazolo[3,4-b]pyridin-5-yl]methyl}-2,6-pyridinedicarboxamide (40.46 g, 62.2 mmol) in a 2 L 3-neck flask was added 1,1-dimethylethyl 4-{[3-(4,4,5,5-tetramethyl-1,3,2-dioxaborolan-2-yl)phenyl]methyl}-1-piperidinecarboxylate (24.96 g, 62.2 mmol) and 1,4-dioxane (700 mL). Then potassium carbonate (25.8 g, 187 mmol) and water (233 mL) were added followed by tetrakis(triphenylphosphine)palladium(0) (3.59 ... The reactants are BrCC=1C=CC(=C(C(=O)NCC23CC4CC(CC(C2)C4)C3)C1)Cl (5-bromomethyl-2-chloro-N-(tricyclo[3.3.1.13,7]dec-1-ylmethyl)-benzamide), N1C=NCCC1 (1,4,5,6-tetrahydro-pyrimidine). Yields the product ClC1=C(C(=O)NCC23CC4CC(CC(C2)C4)C3)C=C(C=C1)CN1C=NCCC1 (2-Chloro-5-[(5,6-dihydro-1(4H)-pyrimidinyl)methyl]-N-(tricyclo[3.3.1.13,7]dec-1-ylmethyl)-benzamide). As a reaction SMILES: Br[CH2:2][C:3]1[CH:4]=[CH:5][C:6]([Cl:23])=[C:7]([CH:22]=1)[C:8]([NH:10][CH2:11][C:12]12[CH2:21][CH:16]3[CH2:17][CH:18]([CH2:20][CH:14]([CH2:15]3)[CH2:13]1)[CH2:19]2)=[O:9].[NH:24]1[CH2:29][CH2:28][CH2:27][N:26]=[CH:25]1>>[Cl:23][C:6]1[CH:5]=[CH:4][C:3]([CH2:2][N:26]2[CH2:27][CH2:28][CH2:29][N:24]=[CH:25]2)=[CH:22][C:7]=1[C:8]([NH:10][CH2:11][C:12]12[CH2:13][CH:14]3[CH2:15][CH:16]([CH2:17][CH:18]([CH2:20]3)[CH2:19]1)[CH2:21]2)=[O:9]. Procedure: Prepared according to the method described in Example 8 from 5-bromomethyl-2-chloro-N-(tricyclo[3.3.1.13,7]dec-1-ylmethyl)-benzamide (Example 8b,) and 1,4,5,6-tetrahydro-pyrimidine. The reactants are CC(C)(C)OC(=O)N1CCCC1C(=O)O (Boc-Pro-OH), FC(F)(F)c1ccc(Br)cc1 (1-bromo,4-trifluoromethylbenzene). The reagents and catalysts are [Cs+].[Cs+].[O-]C([O-])=O (CsCO3), CC(C)(C)C1=CC(=NC=C1)C2=NC=CC(=C2)C(C)(C)C (4,4-di-tert-butyl-2,2-bipyridyl), COCCOC.Cl[Ni]Cl (NiCl2-glyme), CC(C)(C)C1=CC2=N(->[Ir+]34(<-N5=CC(C(F)(F)F)=CC=C5C5=C(F)C=C(F)C=C53)(<-N3=CC(C(F)(F)F)=CC=C3C3=C(F)C=C(F)C=C34)<-N3=C2C=C(C(C)(C)C)C=C3)C=C1.F[P-](F)(F)(F)(F)F (Ir[dF(CF3)ppy]2(dtbbpy)PF6). Run in CN(C)C=O (DMF). Reaction conditions: temperature 23 celsius, time 72 hour. Yields the product CC(C)(C)OC(=O)N1CCCC1c1ccc(C(F)(F)F)cc1. Yield: 88.0%. Procedure details: Prior to irradiation, the reaction mixture was degassed by bubbling argon for 20 minutes The reactants are 2-L, N#N (N2), S1C=CC2=NC=CC(=C21)O (thieno[3,2-b]pyridin-7-ol), CN(C=O)C (N,N-dimethylformamide), C(C(=O)Cl)(=O)Cl (oxalyl dichloride), desired product ( 71556-13-A ). The solvent is C(Cl)(Cl)Cl (chloroform), CC(C)(C)OC (MTBE). The product is ClC1=C2C(=NC=C1)C=CS2 (7-chlorothieno[3,2-b]pyridine). RXN SMILES: N#N.[S:3]1[C:11]2[C:6](=[N:7][CH:8]=[CH:9][C:10]=2O)[CH:5]=[CH:4]1.CN(C)C=O.C(Cl)(=O)C([Cl:21])=O>CC(OC)(C)C.C(Cl)(Cl)Cl>[Cl:21][C:10]1[CH:9]=[CH:8][N:7]=[C:6]2[CH:5]=[CH:4][S:3][C:11]=12. Procedure details: A 2-L, 3-neck, rb flask equipped with a mechanical overhead stirrer, a 250-mL addition funnel, and a thermocouple w/N2-inlet adapter was charged with thieno[3,2-b]pyridin-7-ol (144 g, 952 mmol), chloroform (700 mL) and anhydrous N,N-dimethylformamide (100 ml, 1297 mmol). The heterogeneous mixture was cooled in an ice bath with stirring, then oxalyl dichloride (166 ml, 1905 mmol) was added dropwise via the addition funnel. Towards the end of the addition, the exotherm had diminished so the remain... Starting materials: COC(=O)CBr, C1CCOC1, Fc1ccc(Cc2cc(-c3ccncc3)n[nH]2)cc1, [H-], [Na+]. Yields the product COC(=O)Cn1nc(-c2ccncc2)cc1Cc1ccc(F)cc1. RXN SMILES: [Br:22][CH2:23][C:24](=[O:25])[O:26][CH3:27].[CH2:28]1[O:29][CH2:30][CH2:31][CH2:32]1.[F:1][c:2]1[cH:3][cH:4][c:5]([CH2:6][c:7]2[cH:8][c:9](-[c:12]3[cH:13][cH:14][n:15][cH:16][cH:17]3)[n:10][nH:11]2)[cH:18][cH:19]1.[H-:20].[Na+:21]>>[F:1][c:2]1[cH:3][cH:4][c:5]([CH2:6][c:7]2[cH:8][c:9](-[c:12]3[cH:13][cH:14][n:15][cH:16][cH:17]3)[n:10][n:11]2[CH2:23][C:24](=[O:25])[O:26][CH3:27])[cH:18][cH:19]1. The reactants are CI, [K+], [K+], O=C([O-])[O-], O=C(NCC(=O)N1CCN(C(=O)c2ccccc2C(F)(F)F)CC1)c1ccc(-c2ccccc2)cc1O, CN(C)C=O. Product: COc1cc(-c2ccccc2)ccc1C(=O)NCC(=O)N1CCN(C(=O)c2ccccc2C(F)(F)F)CC1. As a reaction SMILES: [CH3:1][I:2].[K+:40].[K+:41].[O-:42][C:43]([O-:44])=[O:45].[O:3]=[C:4]([CH2:5][NH:6][C:7](=[O:8])[c:9]1[c:10]([OH:21])[cH:11][c:12](-[c:15]2[cH:16][cH:17][cH:18][cH:19][cH:20]2)[cH:13][cH:14]1)[N:22]1[CH2:23][CH2:24][N:25]([C:28]([c:29]2[c:30]([C:35]([F:36])([F:37])[F:38])[cH:31][cH:32][cH:33][cH:34]2)=[O:39])[CH2:26][CH2:27]1.[O:46]=[CH:47][N:48]([CH3:49])[CH3:50]>>[O:3]=[C:4]([CH2:5][NH:6][C:7](=[O:8])[c:9]1[c:10]([O:21][CH3:43])[cH:11][c:12](-[c:15]2[cH:16][cH:17][cH:18][cH:19][cH:20]2)[cH:13][cH:14]1)[N:22]1[CH2:23][CH2:24][N:25]([C:28]([c:29]2[c:30]([C:35]([F:36])([F:37])[F:38])[cH:31][cH:32][cH:33][cH:34]2)=[O:39])[CH2:26][CH2:27]1.